This data is from the Open Reaction Database (ORD), a public repository of structured organic reaction records. The task is: describe an organic reaction: reactants, conditions, products, and yield Run in C1CCOC1 (THF). RXN SMILES: [CH3:1][O:2][CH2:3][C:4]#[CH:5].C[O:7][C:8]([C:10]1[C:15]([Cl:16])=[CH:14][C:13](Br)=[CH:12][N:11]=1)=[O:9].O>C1COCC1.Cl[Pd](Cl)([P](C1C=CC=CC=1)(C1C=CC=CC=1)C1C=CC=CC=1)[P](C1C=CC=CC=1)(C1C=CC=CC=1)C1C=CC=CC=1.[Cu]I>[Cl:16][C:15]1[C:10]([C:8]([OH:9])=[O:7])=[N:11][CH:12]=[C:13]([C:5]#[C:4][CH2:3][O:2][CH3:1])[CH:14]=1 |^1:26,45|. Reported procedure: To a solution of 3-methoxy-propyne (421 mg, 6 mmol), bis(triphenylphosphine)palladium(II) chloride (84 mg, 0.12 mmol), copper(I) iodide (23 mg, 0.12 mmol) and N Eta (1.17 ml, 8.4 mmol) in THF (10 ml) under Argon was added 3-chloro-5-bromo-pyridine-2-carboxylic acid methyl ester (284 mg, 1.2 mmol) and the mixture was heated to 80° C. for 5 h. At 0° C. water (12 ml) was added and the mixture was extracted with EtOAc. The aq. Phase was acidified to pH 1 by addition of 1N HCl, extracted with DCM. Th... Yields the product ClC=1C(=NC=C(C1)C#CCOC)C(=O)O (3-Chloro-5-(3-methoxy-prop-1-ynyl)-pyridine-2-carboxylic acid). Starting materials: COCC#C (3-methoxy-propyne), COC(=O)C1=NC=C(C=C1Cl)Br (3-chloro-5-bromo-pyridine-2-carboxylic acid methyl ester), O (water). Reagents/catalysts: Cl[Pd]([P](C1=CC=CC=C1)(C2=CC=CC=C2)C3=CC=CC=C3)([P](C4=CC=CC=C4)(C5=CC=CC=C5)C6=CC=CC=C6)Cl (bis(triphenylphosphine)palladium(II) chloride), [Cu]I (copper(I) iodide). Conditions: temperature 80 celsius. RXN SMILES: [C:26](=[O:27])([O-:28])[O-:29].[CH3:32][N:33]([CH3:34])[CH:35]=[O:36].[I:1][c:2]1[cH:3][cH:4][c:5]2[n:6]([n:7]1)[cH:8][c:9]([NH:11][C:12](=[O:13])[CH:14]1[CH2:15][CH2:16]1)[n:10]2.[K+:30].[K+:31].[NH2:17][c:18]1[c:19]([CH3:25])[c:20]([OH:24])[cH:21][cH:22][cH:23]1>>[c:2]1([O:24][c:20]2[c:19]([CH3:25])[c:18]([NH2:17])[cH:23][cH:22][cH:21]2)[cH:3][cH:4][c:5]2[n:6]([n:7]1)[cH:8][c:9]([NH:11][C:12](=[O:13])[CH:14]1[CH2:15][CH2:16]1)[n:10]2. The reactants are O=C([O-])[O-], CN(C)C=O, O=C(Nc1cn2nc(I)ccc2n1)C1CC1, [K+], [K+], Cc1c(N)cccc1O. Yields the product Cc1c(N)cccc1Oc1ccc2nc(NC(=O)C3CC3)cn2n1. Starting materials: CC(C)(C)OC(=O)NC1Cc2cc(Oc3ccccc3Cl)ccc2N(OC(=O)OC(C)(C)C)C1=O, O=C([O-])[O-], CC#N, [Cs+], [Cs+], Oc1ccccc1Cl, CC(C)(C)OC(=O)C(Cc1cc(F)ccc1[N+](=O)[O-])N=C(c1ccccc1)c1ccccc1. The product is CC(C)(C)OC(=O)C(Cc1cc(Oc2ccccc2Cl)ccc1[N+](=O)[O-])N=C(c1ccccc1)c1ccccc1. Reaction SMILES: [C:1]([O:2][C:3]([O:4][N:5]1[c:6]2[c:7]([cH:8][c:9]([O:19][c:20]3[c:21]([Cl:26])[cH:22][cH:23][cH:24][cH:25]3)[cH:10][cH:11]2)[CH2:12][CH:13]([NH:14][C:15](=[O:16])[O:17][C:18]([CH3:27])([CH3:28])[CH3:29])[C:30]1=[O:31])=[O:32])([CH3:33])([CH3:34])[CH3:35].[C:77](=[O:78])([O-:79])[O-:80].[CH3:83][C:84]#[N:85].[Cs+:81].[Cs+:82].[OH:69][c:70]1[c:71]([Cl:72])[cH:73][cH:74][cH:75][cH:76]1.[c:36]1([C:42](=[N:43][CH:44]([CH2:45][c:46]2[cH:47][c:48]([F:55])[cH:49][cH:50][c:51]2[N+:52](=[O:53])[O-:54])[C:56](=[O:57])[O:58][C:59]([CH3:60])([CH3:61])[CH3:62])[c:63]2[cH:64][cH:65][cH:66][cH:67][cH:68]2)[cH:37][cH:38][cH:39][cH:40][cH:41]1>>[O:19]([c:20]1[c:21]([Cl:26])[cH:22][cH:23][cH:24][cH:25]1)[c:48]1[cH:47][c:46]([CH2:45][CH:44]([N:43]=[C:42]([c:36]2[cH:37][cH:38][cH:39][cH:40][cH:41]2)[c:63]2[cH:64][cH:65][cH:66][cH:67][cH:68]2)[C:56](=[O:57])[O:58][C:59]([CH3:60])([CH3:61])[CH3:62])[c:51]([N+:52](=[O:53])[O-:54])[cH:50][cH:49]1. Starting materials: CC(=O)O, Cl, Nc1ccc(I)cc1, O=C1CN2CCC1CC2, [Na+], [Na+], [Na+], O=S(=O)([O-])[O-], O=C([O-])O. Yields the product Ic1ccc(NC2CN3CCC2CC3)cc1. Reaction SMILES: [C:31]([OH:32])(=[O:33])[CH3:34].[ClH:1].[I:11][c:12]1[cH:13][cH:14][c:15]([NH2:16])[cH:17][cH:18]1.[N:2]12[CH2:3][C:4](=[O:10])[CH:5]([CH2:6][CH2:7]1)[CH2:8][CH2:9]2.[Na+:19].[Na+:20].[Na+:30].[O-:21][S:22]([O-:23])(=[O:24])=[O:25].[O-:26][C:27]([OH:28])=[O:29]>>[N:2]12[CH2:3][CH:4]([NH:16][c:15]3[cH:14][cH:13][c:12]([I:11])[cH:18][cH:17]3)[CH:5]([CH2:6][CH2:7]1)[CH2:8][CH2:9]2. As a reaction SMILES: [CH3:38][CH2:39][OH:40].[CH:34]([O-:35])=[O:36].[NH2:1][c:2]1[c:3]2[c:4]([n:5][cH:6][n:7]1)[n:8]([CH:14]1[CH:15]([O:16][C:17]([CH3:18])=[O:19])[CH:20]([CH3:33])[CH:21]([CH2:23][O:24][C:25]([c:26]3[cH:27][cH:28][cH:29][cH:30][cH:31]3)=[O:32])[O:22]1)[c:9]([Br:13])[c:10]2[C:11]#[N:12].[NH4+:37]>>[NH2:1][c:2]1[c:3]2[c:4]([n:5][cH:6][n:7]1)[n:8]([CH:14]1[CH:15]([O:16][C:17]([CH3:18])=[O:19])[CH:20]([CH3:33])[CH:21]([CH2:23][O:24][C:25]([c:26]3[cH:27][cH:28][cH:29][cH:30][cH:31]3)=[O:32])[O:22]1)[cH:9][c:10]2[C:11]#[N:12]. The reactants are CCO, O=C[O-], CC(=O)OC1C(C)C(COC(=O)c2ccccc2)OC1n1c(Br)c(C#N)c2c(N)ncnc21, [NH4+]. Yields the product CC(=O)OC1C(C)C(COC(=O)c2ccccc2)OC1n1cc(C#N)c2c(N)ncnc21.